This data is from the Open Reaction Database (ORD), a public repository of structured organic reaction records. The task is: describe an organic reaction: reactants, conditions, products, and yield Reactants: C(C)(C)(C)C=1C=C(C(=O)C2=CC=CC=C2)C=C(C1O)C(C)(C)C (3,5-di-t-butyl-4-hydroxybenzophenone), CN(N)C (1,1-dimethylhydrazine), C1(=CC=C(C=C1)S(=O)(=O)O)C (p-toluenesulfonic acid). Solvent: O (water). Yields the product CN(N=C(C1=CC(=C(C(=C1)C(C)(C)C)O)C(C)(C)C)C1=CC=CC=C1)C (3,5-di-t-butyl-4-hydroxybenzophenone dimethylhydrazone). Reaction SMILES: [C:1]([C:5]1[CH:6]=[C:7]([CH:16]=[C:17]([C:20]([CH3:23])([CH3:22])[CH3:21])[C:18]=1[OH:19])[C:8]([C:10]1[CH:15]=[CH:14][CH:13]=[CH:12][CH:11]=1)=O)([CH3:4])([CH3:3])[CH3:2].[CH3:24][N:25]([CH3:27])[NH2:26].C1(C)C=CC(S(O)(=O)=O)=CC=1>O>[CH3:24][N:25]([CH3:27])[N:26]=[C:8]([C:10]1[CH:15]=[CH:14][CH:13]=[CH:12][CH:11]=1)[C:7]1[CH:6]=[C:5]([C:1]([CH3:4])([CH3:3])[CH3:2])[C:18]([OH:19])=[C:17]([C:20]([CH3:23])([CH3:22])[CH3:21])[CH:16]=1. Reported procedure: One gram of 3,5-di-t-butyl-4-hydroxybenzophenone was added to 2 ml of 1,1-dimethylhydrazine, and the mixture was heated at 70° to 75° C. for 8 hours in the presence of 20 mg of p-toluenesulfonic acid in autoclave. After cooling, the reaction mixture was poured into water and extracted with diethyl ether. The ethereal layer was washed with water and dried. The ether was distilled, and the residue was chromatographed on a silica gel column, and recrystallized from diethyl ether to give 3,5-di-t-bu... The solvent is O1CCOCC1 (dioxane). Reaction conditions: time 1 hour. Reactants: COC1=CC=C(C(C2=CC=CC=C2)(C2=CC=CC=C2)SC[C@H](N)C(=O)O)C=C1 (S-4-monomethoxytrityl-(L)-cysteine), C([O-])([O-])=O.[Na+].[Na+] (sodium carbonate), C(CC(O)(C(=O)O)CC(=O)O)(=O)O (citric acid), C1=C(C=CC2=CC=CC=C12)S(=O)(=O)Cl (2-naphtalenesulfonyl chloride). Yields the product C1=C(C=CC2=CC=CC=C12)S(=O)(=O)N[C@@H](CSC(C1=CC=C(C=C1)OC)(C1=CC=CC=C1)C1=CC=CC=C1)C(=O)O (N-2-Naphtalenesulfonyl-S-4-monomethoxytrityl-(L)-cysteine). Yield: 75.4%. Reaction SMILES: [CH3:1][O:2][C:3]1[CH:28]=[CH:27][C:6]([C:7]([S:20][CH2:21][C@@H:22]([C:24]([OH:26])=[O:25])[NH2:23])([C:14]2[CH:19]=[CH:18][CH:17]=[CH:16][CH:15]=2)[C:8]2[CH:13]=[CH:12][CH:11]=[CH:10][CH:9]=2)=[CH:5][CH:4]=1.C(=O)([O-])[O-].[Na+].[Na+].[CH:35]1[C:44]2[C:39](=[CH:40][CH:41]=[CH:42][CH:43]=2)[CH:38]=[CH:37][C:36]=1[S:45](Cl)(=[O:47])=[O:46].C(O)(=O)CC(CC(O)=O)(C(O)=O)O>O1CCOCC1>[CH:35]1[C:44]2[C:39](=[CH:40][CH:41]=[CH:42][CH:43]=2)[CH:38]=[CH:37][C:36]=1[S:45]([NH:23][C@H:22]([C:24]([OH:26])=[O:25])[CH2:21][S:20][C:7]([C:14]1[CH:19]=[CH:18][CH:17]=[CH:16][CH:15]=1)([C:8]1[CH:9]=[CH:10][CH:11]=[CH:12][CH:13]=1)[C:6]1[CH:5]=[CH:4][C:3]([O:2][CH3:1])=[CH:28][CH:27]=1)(=[O:46])=[O:47] |f:1.2.3|. Reported procedure: To a stirred mixture of commercially available S-4-monomethoxytrityl-(L)-cysteine (11) (0.34 g, 1 mmol), dioxane (5 mL) and 10% aqueous sodium carbonate (5 mL) was added 2-naphtalenesulfonyl chloride (0.25 g, 1.1 mmol). After stirring for 1 h, the reaction mixture was acidified by addition of 5% aqueous citric acid (50 mL) and extracted with ethyl acetate (2×50 mL). The combined organic layers were dried (magnesium sulfate) and concentrated under reduced pressure. The crude product was chromatog... Reactants: [Cl-].[NH4+] (ammonium chloride), CSC(C(=O)OC)(C)C1=CC=C(C=C1)C(=O)C=1SC=CC1 (Methyl α-methylthio-α-[p-(2-thienylcarbonyl)phenyl]propionate), [Na] (sodium), CS (methyl mercaptan). Solvent: CO (methanol), CO (methanol). Run at time 1 hour. Yields the product S1C(=CC=C1)C(=O)C1=CC=C(C=C1)C(C(=O)OC)C (methyl α-[p-(2-thienylcarbonyl)phenyl]propionate). The yield is 47.5%. RXN SMILES: CS[C:3]([C:9]1[CH:14]=[CH:13][C:12]([C:15]([C:17]2[S:18][CH:19]=[CH:20][CH:21]=2)=[O:16])=[CH:11][CH:10]=1)([CH3:8])[C:4]([O:6][CH3:7])=[O:5].[Na].CS.[Cl-].[NH4+]>CO>[S:18]1[CH:19]=[CH:20][CH:21]=[C:17]1[C:15]([C:12]1[CH:13]=[CH:14][C:9]([CH:3]([CH3:8])[C:4]([O:6][CH3:7])=[O:5])=[CH:10][CH:11]=1)=[O:16] |f:3.4,^1:21|. Procedure details: Methyl α-methylthio-α-[p-(2-thienylcarbonyl)phenyl]propionate (288 mg) was dissolved in 1 ml of anhydrous methanol, and 1.0 ml of a methanol solution (2.34 M) of sodium salt of methyl mercaptan was added. The mixture was stirred at room temperature for 1 hour and heated under reflux for 30 minutes. After cooling, an aqueous solution of ammonium chloride (1.5 g/20 ml) was added to the reaction mixture. The mixture was extracted with 20 ml of methylene chloride and twice with 10 ml of methylene ch... Starting materials: S(N)(O)(=O)=O (Sulfamic acid), C(C1=CC=CC=C1)OC1=C(C2=CC=CC=C2C=C1)C=O (2-(Benzyloxy)-1-naphthaldehyde), [O-]Cl=O.[Na+] (NaClO2). Run in CC(=O)C (acetone), O (water). Conditions: temperature 0 celsius, time 20 minute. Yields the product C(C1=CC=CC=C1)OC1=C(C2=CC=CC=C2C=C1)C(=O)O (2-(Benzyloxy)-1-naphthoic Acid). Reaction SMILES: S(=O)(=O)(O)N.[CH2:6]([O:13][C:14]1[CH:23]=[CH:22][C:21]2[C:16](=[CH:17][CH:18]=[CH:19][CH:20]=2)[C:15]=1[CH:24]=[O:25])[C:7]1[CH:12]=[CH:11][CH:10]=[CH:9][CH:8]=1.[O-:26]Cl=O.[Na+]>CC(C)=O.O>[CH2:6]([O:13][C:14]1[CH:23]=[CH:22][C:21]2[C:16](=[CH:17][CH:18]=[CH:19][CH:20]=2)[C:15]=1[C:24]([OH:26])=[O:25])[C:7]1[CH:12]=[CH:11][CH:10]=[CH:9][CH:8]=1 |f:2.3|. Reported procedure: Sulfamic acid (17.28 g, 178 mmol) was added to a solution of 9 (21.11 g, 80.5 mmol) in acetone (420 ml) and water (210 ml) at 0° C. Over a period of 20 minutes, 80% NaClO2 (10.42 g, 92.2 mmol) was added at 0° C. The solution was stirred at 0° C. for 30 minutes and then concentrated to about 200 ml. After dilution with water (200 ml), the mixture was extracted with CH2Cl2 (1×200 ml, 2×100 ml). The organic layer was dried (MgSO4) and concentrated. Crystallization from cyclohexane/ethyl acetate (1:... The reactants are CN[C@@H]1C[C@H]2O[C@@](C)([C@@H]1OC)n1c3ccccc3c3c4c(c5c6ccccc6n2c5c31)C(=O)NC4 (staurosporine), CC(=O)NC1=CC=C(C=C1)C=O  . The reagents and catalysts are CC(C)[O-].CC(C)[O-].CC(C)[O-].CC(C)[O-].[Ti+4] (Ti(OiPr)4), CC(=O)O (acetic acid), CC(=O)O[BH-](OC(C)=O)OC(C)=O.[Na+] (Sodium triacetoxyborohydride). Run in CC(=O)N(C)C (DMA), CC(=O)N(C)C (DMA), CC(=O)N(C)C (DMA), CC(=O)N(C)C (DMA), CC(=O)N(C)C (DMA), CC(=O)N(C)C (DMA), CC(=O)N(C)C (DMA). Conditions: temperature 22 celsius, time 18 hour. The product is CO[C@@H]1[C@@H](C[C@H]2O[C@]1(C)n3c4ccccc4c5c6CNC(=O)c6c7c8ccccc8n2c7c35)N(C)Cc9ccc(NC(=O)C)cc9, CN[C@@H]1C[C@H]2O[C@@](C)([C@@H]1OC)n1c3ccccc3c3c4c(c5c6ccccc6n2c5c31)C(=O)NC4 (Staurosporine), c1ccc(-c2ccccc2)cc1 (biphenyl), CC(=O)NC1=CC=C(C=C1)CO  . Starting materials: C1(=CC=CC=C1)OC(N(C(=O)OC1=CC=CC=C1)C1=NC=CC(=C1)OC1=C(C=C(C=C1)NC(=O)C1(CC1)C(NC1=CC=C(C=C1)F)=O)F)=O ([4-(2-fluoro-4-{[1-(4-fluorophenylcarbamoyl)cyclopropanecarbonyl]amino}phenoxy)pyridin-2-yl]-N-(phenoxycarbonyl)carbamic acid phenyl ester), N1CCOCC1 (morpholine). Solvent: CN(C=O)C (N,N-dimethylformamide). Conditions: time 8 hour. Product: FC=1C=C(C=CC1OC1=CC(=NC=C1)NC(=O)N1CCOCC1)NC(=O)C1(CC1)C(=O)NC1=CC=C(C=C1)F (N-[3-Fluoro-4-({2-[(morpholin-4-ylcarbonyl)amino]pyridin-4-yl}oxy)phenyl]-N′-(4-fluorophenyl)-cyclopropane-1,1-dicarboxamide). Yield: 81.0%. As a reaction SMILES: C1([O:7][C:8](=O)[N:9]([C:19]2[CH:24]=[C:23]([O:25][C:26]3[CH:31]=[CH:30][C:29]([NH:32][C:33]([C:35]4([C:38](=[O:47])[NH:39][C:40]5[CH:45]=[CH:44][C:43]([F:46])=[CH:42][CH:41]=5)[CH2:37][CH2:36]4)=[O:34])=[CH:28][C:27]=3[F:48])[CH:22]=[CH:21][N:20]=2)C(OC2C=CC=CC=2)=O)C=CC=CC=1.[NH:50]1[CH2:55][CH2:54][O:53][CH2:52][CH2:51]1>CN(C)C=O>[F:48][C:27]1[CH:28]=[C:29]([NH:32][C:33]([C:35]2([C:38]([NH:39][C:40]3[CH:41]=[CH:42][C:43]([F:46])=[CH:44][CH:45]=3)=[O:47])[CH2:37][CH2:36]2)=[O:34])[CH:30]=[CH:31][C:26]=1[O:25][C:23]1[CH:22]=[CH:21][N:20]=[C:19]([NH:9][C:8]([N:50]2[CH2:55][CH2:54][O:53][CH2:52][CH2:51]2)=[O:7])[CH:24]=1. Procedure: To a solution of [4-(2-fluoro-4-{[1-(4-fluorophenylcarbamoyl)cyclopropanecarbonyl]amino}phenoxy)pyridin-2-yl]-N-(phenoxycarbonyl)carbamic acid phenyl ester (80 mg) in N,N-dimethylformamide (1.0 ml) was added morpholine (0.055 ml) at room temperature, followed by stirring overnight. The reaction mixture was partitioned between ethyl acetate and water. The organic layer was washed with a saturated aqueous solution of sodium hydrogencarbonate and brine in this order, and dried over anhydrous sodium... Reactants: BrC=1C(=NC=CC1)CC1(C(N(C2=CC=C(C=C12)C)CCC(C)C)=O)O (3-((3-bromopyridin-2-yl)methyl)-3-hydroxy-1-isopentyl-5-methylindolin-2-one), ClC=1C=C2C(C(N(C2=CC1)CCN1CCCCC1)=O)=O (5-chloro-1-(2-(piperidin-1-yl)ethyl)indoline-2,3-dione), CC1=NC=CC=C1 (2-methylpyridine). Yields the product ClC=1C=C2C(C(N(C2=CC1)CCN1CCCCC1)=O)(CC1=NC=CC=C1)O (5-chloro-3-hydroxy-1-(2-(piperidin-1-yl)ethyl)-3-(pyridin-2-ylmethyl)indolin-2-one). RXN SMILES: Br[C:2]1[C:3]([CH2:8]C2(O)C3C(=CC=C(C)C=3)N(CCC(C)C)C2=O)=[N:4][CH:5]=[CH:6][CH:7]=1.[Cl:26][C:27]1[CH:28]=[C:29]2[C:33](=[CH:34][CH:35]=1)[N:32]([CH2:36][CH2:37][N:38]1[CH2:43][CH2:42][CH2:41][CH2:40][CH2:39]1)[C:31](=[O:44])[C:30]2=[O:45].CC1C=CC=CN=1>>[Cl:26][C:27]1[CH:28]=[C:29]2[C:33](=[CH:34][CH:35]=1)[N:32]([CH2:36][CH2:37][N:38]1[CH2:43][CH2:42][CH2:41][CH2:40][CH2:39]1)[C:31](=[O:44])[C:30]2([OH:45])[CH2:8][C:3]1[CH:2]=[CH:7][CH:6]=[CH:5][N:4]=1. Procedure: This compound was prepared in an analogous manner to 3-((3-bromopyridin-2-yl)methyl)-3-hydroxy-1-isopentyl-5-methylindolin-2-one using 5-chloro-1-(2-(piperidin-1-yl)ethyl)indoline-2,3-dione and 2-methylpyridine (purchased from Fisher Scientific). 1H-NMR δ 8.61 (d, 1H), 7.70 (m, 2H), 7.32 (dd, 1H), 7.24 (dd, 1H), 7.10 (d, 1H), 6.82 (m, 2H), 3.87-3.75 (m, 2H), 3.33 (d, 1H), 3.11 (d, 1H), 2.62-2.47 (m, 6H), 1.57 (m, 4H), 1.45 (m, 2H). Calculated mass for C21H24ClN3O2, 385.16, observed, 386.1 (M+1). Starting materials: ClCCl, CCN=C=NCCCN(C)C, CN(C)CC(=O)O, CCN(C(C)C)C(C)C, CC(C)Oc1ccc(C(=O)NC(CN)Cc2ccc(-c3cn4cccc(C(C)O)c4n3)cc2)cc1Cl, O. Yields the product CC(C)Oc1ccc(C(=O)NC(CNC(=O)CN(C)C)Cc2ccc(-c3cn4cccc(C(C)O)c4n3)cc2)cc1Cl. As a reaction SMILES: [CH2:64]([Cl:65])[Cl:66].[CH3:37][CH2:38][N:39]=[C:40]=[N:41][CH2:42][CH2:43][CH2:44][N:45]([CH3:46])[CH3:47].[CH3:57][N:58]([CH3:59])[CH2:60][C:61]([OH:62])=[O:63].[CH:48]([N:49]([CH2:50][CH3:51])[CH:52]([CH3:53])[CH3:54])([CH3:55])[CH3:56].[NH2:1][CH2:2][CH:3]([CH2:4][c:5]1[cH:6][cH:7][c:8](-[c:11]2[n:12][c:13]3[n:14]([cH:15][cH:16][cH:17][c:18]3[CH:19]([CH3:20])[OH:21])[cH:22]2)[cH:9][cH:10]1)[NH:23][C:24]([c:25]1[cH:26][c:27]([Cl:35])[c:28]([O:31][CH:32]([CH3:33])[CH3:34])[cH:29][cH:30]1)=[O:36].[OH2:67]>>[NH:1]([CH2:2][CH:3]([CH2:4][c:5]1[cH:6][cH:7][c:8](-[c:11]2[n:12][c:13]3[n:14]([cH:15][cH:16][cH:17][c:18]3[CH:19]([CH3:20])[OH:21])[cH:22]2)[cH:9][cH:10]1)[NH:23][C:24]([c:25]1[cH:26][c:27]([Cl:35])[c:28]([O:31][CH:32]([CH3:33])[CH3:34])[cH:29][cH:30]1)=[O:36])[C:61]([CH2:60][N:58]([CH3:57])[CH3:59])=[O:62]. Starting materials: NC1=NC(=NC(=N1)N)Cl (2,4-diamino-6-chloro-1,3,5-triazine), O1CCOC12CCNCC2 (1,4-dioxa-8-azaspiro[4.5]decane), [OH-].[K+] (KOH). Solvent: O1CCOCC1 (dioxane), C(C)O (ethanol), O (water). The product is O1CCOC12CCN(CC2)C2=NC(=NC(=N2)N)N (6-(1,4-dioxa-8-azaspiro[4,5]dec-8-yl)-1,3,5-triazine-2,4-diamine). As a reaction SMILES: [NH2:1][C:2]1[N:7]=[C:6]([NH2:8])[N:5]=[C:4](Cl)[N:3]=1.[O:10]1[C:14]2([CH2:19][CH2:18][NH:17][CH2:16][CH2:15]2)[O:13][CH2:12][CH2:11]1.[OH-].[K+]>O1CCOCC1.C(O)C.O>[O:10]1[C:14]2([CH2:19][CH2:18][N:17]([C:4]3[N:3]=[C:2]([NH2:1])[N:7]=[C:6]([NH2:8])[N:5]=3)[CH2:16][CH2:15]2)[O:13][CH2:12][CH2:11]1 |f:2.3|. Procedure: A mixture of 2,4-diamino-6-chloro-1,3,5-triazine (2 g, 14 mmol), 1,4-dioxa-8-azaspiro[4.5]decane (3 g, 21 mmol), and KOH (100 mg, 1.8 mmol) in dioxane (10 mL) and ethanol (40 mL) was heated at reflux overnight, diluted with water, and filtered. The precipitate was rinsed with water and dried under vacuum to provide the title compound.